Dataset: the Open Reaction Database (ORD), a public repository of structured organic reaction records. Task: describe an organic reaction: reactants, conditions, products, and yield The reactants are C26H27N7O3, N1=C(C=CC=C1)N(C(=O)C1=CC2=C(N(C(=N2)CNC2=CC=C(C=C2)C#N)C)C=C1)CC(=O)OCC (1-methyl-2-[N-(4-cyanophenyl)-aminomethyl]-benzimidazol-5-yl-carboxylic acid-N-(2-pyridyl)-N-(ethoxycarbonylmethyl)-amide), Cl (hydrochloric acid), C([O-])([O-])=O.[NH4+].[NH4+] (ammonium carbonate). Run in C(C)O (ethanol). The product is Cl.Cl.N1=C(C=CC=C1)N(C(=O)C1=CC2=C(N(C(=N2)CNC2=CC=C(C=C2)C(N)=N)C)C=C1)CC(=O)OCC (1-Methyl-2-[N-(4-amidinophenyl)-aminomethyl]-benzimidazol-5-yl-carboxylicacid-N-(2-pyridyl)-N-(ethoxycarbonylmethyl)-amide-dihydrochloride). Isolated yield 70.0%. RXN SMILES: [N:1]1[CH:6]=[CH:5][CH:4]=[CH:3][C:2]=1[N:7]([CH2:30][C:31]([O:33][CH2:34][CH3:35])=[O:32])[C:8]([C:10]1[CH:29]=[CH:28][C:13]2[N:14]([CH3:27])[C:15]([CH2:17][NH:18][C:19]3[CH:24]=[CH:23][C:22]([C:25]#[N:26])=[CH:21][CH:20]=3)=[N:16][C:12]=2[CH:11]=1)=[O:9].[ClH:36].C(=O)([O-])[O-].[NH4+:41].[NH4+]>C(O)C>[ClH:36].[ClH:36].[N:1]1[CH:6]=[CH:5][CH:4]=[CH:3][C:2]=1[N:7]([CH2:30][C:31]([O:33][CH2:34][CH3:35])=[O:32])[C:8]([C:10]1[CH:29]=[CH:28][C:13]2[N:14]([CH3:27])[C:15]([CH2:17][NH:18][C:19]3[CH:24]=[CH:23][C:22]([C:25](=[NH:41])[NH2:26])=[CH:21][CH:20]=3)=[N:16][C:12]=2[CH:11]=1)=[O:9] |f:2.3.4,6.7.8|. Reported procedure: Prepared analogously to Example 25d from 1-methyl-2-[N-(4-cyanophenyl)-aminomethyl]-benzimidazol-5-yl-carboxylic acid-N-(2-pyridyl)-N-(ethoxycarbonylmethyl)-amide and ethanolic hydrochloric acid, ethanol and ammonium carbonate. Yield: 70% of theory, Rf value: 0.16 (silica gel; dichloromethane/ethanol=4:1) C26H27N7O3 (485.6) ##EQU27## Starting materials: ClC=1C(N(N=CC1NCC1=CC=C(C=C1)C(=O)O)C(C)C)=O (4-chloro-5-(4-carboxy-benzylamino)-2-i-propyl-3(2H)pyridazinone), N,N'-carbonyldiimidazole, C(CC)NCCC (di-n-propylamine). Run in CN(C=O)C (dimethylformamide), CN(C=O)C (dimethylformamide). Reaction conditions: time 8 hour. Yields the product ClC=1C(N(N=CC1NCC1=CC=C(C=C1)C(=O)N(CCC)CCC)C(C)C)=O (4-Chloro-5-(4-di-n-propylaminocarbonylbenzylamino)-2-i-propyl-3(2H)pyridazinone). As a reaction SMILES: [Cl:1][C:2]1[C:3](=[O:22])[N:4]([CH:19]([CH3:21])[CH3:20])[N:5]=[CH:6][C:7]=1[NH:8][CH2:9][C:10]1[CH:15]=[CH:14][C:13]([C:16]([OH:18])=O)=[CH:12][CH:11]=1.[CH2:23]([NH:26][CH2:27][CH2:28][CH3:29])[CH2:24][CH3:25]>CN(C)C=O>[Cl:1][C:2]1[C:3](=[O:22])[N:4]([CH:19]([CH3:21])[CH3:20])[N:5]=[CH:6][C:7]=1[NH:8][CH2:9][C:10]1[CH:11]=[CH:12][C:13]([C:16]([N:26]([CH2:27][CH2:28][CH3:29])[CH2:23][CH2:24][CH3:25])=[O:18])=[CH:14][CH:15]=1. Reported procedure: A mixture of 322 mg of 4-chloro-5-(4-carboxy-benzylamino)-2-i-propyl-3(2H)pyridazinone obtained from 2-i-propyl-4,5-dichloro-3(2H)pyrisazinone and 4-carbonxybenzylamine, 194 mg of N,N'-carbonyldiimidazole and 5 ml of dimethylformamide, was stirred at room temperature for one hour. A solution obtained by dissolving 100 mg of di-n-propylamine in 1 ml of dimethylformamide was added thereto, and the mixture was stirred at the same temperature overnight. The solvent was distilled off under reduced pr...